Dataset: the Open Reaction Database (ORD), a public repository of structured organic reaction records. Task: describe an organic reaction: reactants, conditions, products, and yield Reactants: CC1=CC2=C(O1)C(=CC=C2)[N+](=O)[O-] (2-methyl-7-nitrobenzo[b]furan), BrN1C(CCC1=O)=O (N-bromosuccinimide). Reagents/catalysts: N(=NC(C#N)(CC(C)(C)OC)C)C(C#N)(CC(C)(OC)C)C (2,2'-azobis-(2,4-dimethyl-4-methoxyvaleronitrile)). The solvent is ClCCl (dichloromethane). Yields the product BrCC1=CC2=C(O1)C(=CC=C2)[N+](=O)[O-] (2-bromomethyl-7-nitrobenzo[b]furan). Yield: 85.8%. RXN SMILES: [CH3:1][C:2]1[O:6][C:5]2[C:7]([N+:11]([O-:13])=[O:12])=[CH:8][CH:9]=[CH:10][C:4]=2[CH:3]=1.[Br:14]N1C(=O)CCC1=O>ClCCl.N(C(C)(CC(C)(OC)C)C#N)=NC(C)(CC(OC)(C)C)C#N>[Br:14][CH2:1][C:2]1[O:6][C:5]2[C:7]([N+:11]([O-:13])=[O:12])=[CH:8][CH:9]=[CH:10][C:4]=2[CH:3]=1. Reported procedure: A mixture of 2-methyl-7-nitrobenzo[b]furan (2.66 g), N-bromosuccinimide (3.21 g) and 2,2'-azobis-(2,4-dimethyl-4-methoxyvaleronitrile) (270 mg) in dichloromethane (30 ml) was refluxed for 1 hour. The reaction mixture was washed with aqueous saturated sodium bicarbonate and brine, dried over sodium sulfate and concentrated in vacuo. The residue was crystallized from diethyl ether to give 2-bromomethyl-7-nitrobenzo[b]furan (3.3 g).